Task: describe an organic reaction: reactants, conditions, products, and yield. Dataset: the Open Reaction Database (ORD), a public repository of structured organic reaction records Starting materials: COCCOCCOCCO, O=C(Cl)OCCl, ClCCl, c1ccncc1. As a reaction SMILES: [CH3:7][O:8][CH2:9][CH2:10][O:11][CH2:12][CH2:13][O:14][CH2:15][CH2:16][OH:17].[Cl:1][C:2](=[O:3])[O:4][CH2:5][Cl:6].[Cl:24][CH2:25][Cl:26].[cH:18]1[cH:19][cH:20][n:21][cH:22][cH:23]1>>[C:2](=[O:3])([O:4][CH2:5][Cl:6])[O:17][CH2:16][CH2:15][O:14][CH2:13][CH2:12][O:11][CH2:10][CH2:9][O:8][CH3:7]. Product: COCCOCCOCCOC(=O)OCCl. Starting materials: BrCCCCBr, O=C([O-])[O-], CN(C)C=O, [K+], [K+], O, CCCc1c(O)ccc2c(C(F)(F)F)cc(=O)oc12. Product: CCCc1c(OCCCCBr)ccc2c(C(F)(F)F)cc(=O)oc12. Reaction SMILES: [Br:25][CH2:26][CH2:27][CH2:28][CH2:29][Br:30].[C:31](=[O:32])([O-:33])[O-:34].[CH3:1][N:2]([CH3:3])[CH:4]=[O:5].[K+:35].[K+:36].[OH2:37].[OH:6][c:7]1[cH:8][cH:9][c:10]2[c:11]([C:21]([F:22])([F:23])[F:24])[cH:12][c:13](=[O:20])[o:14][c:15]2[c:16]1[CH2:17][CH2:18][CH3:19]>>[O:6]([c:7]1[cH:8][cH:9][c:10]2[c:11]([C:21]([F:22])([F:23])[F:24])[cH:12][c:13](=[O:20])[o:14][c:15]2[c:16]1[CH2:17][CH2:18][CH3:19])[CH2:29][CH2:28][CH2:27][CH2:26][Br:25]. The reactants are CCC(C)=CCCC(C)CC=CC(C)=CC(=O)O, O=C(Cl)C(=O)Cl, [H-], [Na+], c1ccccc1. Product: CCC(C)=CCCC(C)CC=CC(C)=CC(=O)Cl. Reaction SMILES: [CH3:1][C:2](=[CH:3][C:4](=[O:5])[OH:6])[CH:7]=[CH:8][CH2:9][CH:10]([CH2:11][CH2:12][CH:13]=[C:14]([CH2:15][CH3:16])[CH3:17])[CH3:18].[Cl:21][C:22]([C:23]([Cl:24])=[O:25])=[O:26].[H-:19].[Na+:20].[cH:27]1[cH:28][cH:29][cH:30][cH:31][cH:32]1>>[CH3:1][C:2](=[CH:3][C:4](=[O:5])[Cl:21])[CH:7]=[CH:8][CH2:9][CH:10]([CH2:11][CH2:12][CH:13]=[C:14]([CH2:15][CH3:16])[CH3:17])[CH3:18]. Starting materials: CCO, Cn1c2cc(C(F)(F)F)ccc2c2c(Cl)ncc(C#N)c21, [NH4+], [OH-]. As a reaction SMILES: [CH3:24][CH2:25][OH:26].[Cl:1][c:2]1[n:3][cH:4][c:5]([C:20]#[N:21])[c:6]2[n:7]([CH3:19])[c:8]3[cH:9][c:10]([C:15]([F:16])([F:17])[F:18])[cH:11][cH:12][c:13]3[c:14]12.[NH4+:23].[OH-:22]>>[c:2]1([NH2:23])[n:3][cH:4][c:5]([C:20]#[N:21])[c:6]2[n:7]([CH3:19])[c:8]3[cH:9][c:10]([C:15]([F:16])([F:17])[F:18])[cH:11][cH:12][c:13]3[c:14]12. The product is Cn1c2cc(C(F)(F)F)ccc2c2c(N)ncc(C#N)c21. Reaction SMILES: [Br:1][C:2]1[CH:9]=[CH:8][C:5]([CH2:6][OH:7])=[CH:4][CH:3]=1.CC(C)([O-])C.[K+].F[C:17]1[CH:22]=[CH:21][CH:20]=[CH:19][N:18]=1>CN(C)C=O>[Br:1][C:2]1[CH:9]=[CH:8][C:5]([CH2:6][O:7][C:17]2[CH:22]=[CH:21][CH:20]=[CH:19][N:18]=2)=[CH:4][CH:3]=1 |f:1.2|. The reactants are BrC1=CC=C(CO)C=C1 (4-bromobenzyl alcohol), CC(C)([O-])C.[K+] (potassium tert-butoxide), FC1=NC=CC=C1 (2-fluoropyridine). The yield is 99.0%. Yields the product BrC1=CC=C(COC2=NC=CC=C2)C=C1 (2-(4-Bromo-benzyloxy)-pyridine). Conditions: temperature 54 celsius, time 10 minute. Reported procedure: To a N,N-dimethylformamide (125 mL) solution of 4-bromobenzyl alcohol (25 g, 130 mmol) was added potassium tert-butoxide (15.8 g, 141 mmol) at room temperature, which was stirred at 54° C. for 10 minutes. To the reaction solution was added 2-fluoropyridine (15 mL, 154 mmol) was added at a temperature from 40° C. to 58° C., which was stirred at 65° C. for 30 minutes. The reaction solution was cooled to room temperature, and partitioned into water and ethyl acetate. The water layer was further ext... Run in CN(C=O)C (N,N-dimethylformamide). Starting materials: NC=1C(=NNC1)C1=NC=2C(=CC=3C(C(N(C3C2)C(C)C)=O)(CC)CC)N1 (2-(4-amino-1H-pyrazol-3-yl)-7,7-diethyl-5-isopropyl-5,7-dihydro-1H-imidazo[4,5-f]indol-6-one), C(C)N(C(=O)Cl)CC (diethylcarbamoyl chloride). Yields the product C(C)C1(C(N(C=2C=C3C(=CC12)NC(=N3)C3=NNC=C3NC(N(CC)CC)=O)C(C)C)=O)CC (3-[3-(7,7-Diethyl-5-isopropyl-6-oxo-1,5,6,7-tetrahydro-imidazo[4,5-f]indol-2-yl)-1H-pyrazol-4-yl]-1,1-diethyl-urea). RXN SMILES: [NH2:1][C:2]1[C:3]([C:7]2[NH:26][C:10]3=[CH:11][C:12]4[C:13]([CH2:24][CH3:25])([CH2:22][CH3:23])[C:14](=[O:21])[N:15]([CH:18]([CH3:20])[CH3:19])[C:16]=4[CH:17]=[C:9]3[N:8]=2)=[N:4][NH:5][CH:6]=1.[CH2:27]([N:29]([CH2:33][CH3:34])[C:30](Cl)=[O:31])[CH3:28]>>[CH2:24]([C:13]1([CH2:22][CH3:23])[C:12]2[CH:11]=[C:10]3[NH:26][C:7]([C:3]4[C:2]([NH:1][C:30](=[O:31])[N:29]([CH2:33][CH3:34])[CH2:27][CH3:28])=[CH:6][NH:5][N:4]=4)=[N:8][C:9]3=[CH:17][C:16]=2[N:15]([CH:18]([CH3:20])[CH3:19])[C:14]1=[O:21])[CH3:25]. Procedure: 3-[3-(7,7-Diethyl-5-isopropyl-6-oxo-1,5,6,7-tetrahydro-imidazo[4,5-f]indol-2-yl)-1H-pyrazol-4-yl]-1,1-diethyl-urea was prepared using 2-(4-amino-1H-pyrazol-3-yl)-7,7-diethyl-5-isopropyl-5,7-dihydro-1H-imidazo[4,5-f]indol-6-one (150 mg, 0.43 mmol) and diethylcarbamoyl chloride (58 mg, 0.43 mmol). 12 mg (6%) %) of the title compound were obtained. Reactants: CC(C)C[Al+]CC(C)C, C1CCOC1, ClCCl, [H-], CSc1ncc(C#N)c(N)n1. Yields the product CSc1ncc(C=O)c(N)n1. RXN SMILES: [CH2:13]([Al+:14][CH2:15][CH:16]([CH3:17])[CH3:18])[CH:19]([CH3:20])[CH3:21].[CH2:22]1[CH2:25][CH2:24][CH2:23][O:26]1.[Cl:27][CH2:28][Cl:29].[H-:12].[NH2:1][c:2]1[n:3][c:4]([S:10][CH3:11])[n:5][cH:6][c:7]1[C:8]#[N:9]>>[NH2:1][c:2]1[n:3][c:4]([S:10][CH3:11])[n:5][cH:6][c:7]1[CH:8]=[O:26]. The reactants are resultant solution, Cl (hydrogen chloride), resultant solution, resultant solution, O (water), O (water), O (water), resultant suspension, O (water), C(CCC)NC1=NC(=C2N=C(N(C2=N1)CC1COCC1)OC)N (N2-Butyl-8-(methoxy)-9-(tetrahydro-3-furanylmethyl)-9H-purine-2,6-diamine), [OH-].[Na+] (sodium hydroxide). Solvent: O1CCOCC1 (1,4-dioxane), CO (methanol), C(C)O (ethanol), CO (methanol). Reaction conditions: time 2.5 hour. Yields the product NC1=C2NC(N(C2=NC(=N1)NCCCC)CC1COCC1)=O (6-Amino-2-(butylamino)-9-(tetrahydro-3-furanylmethyl)-7,9-dihydro-8H-purin-8-one). The yield is 58.7%. As a reaction SMILES: [CH2:1]([NH:5][C:6]1[N:14]=[C:13]2[C:9]([N:10]=[C:11]([O:21]C)[N:12]2[CH2:15][CH:16]2[CH2:20][CH2:19][O:18][CH2:17]2)=[C:8]([NH2:23])[N:7]=1)[CH2:2][CH2:3][CH3:4].Cl.O.[OH-].[Na+]>CO.O1CCOCC1.C(O)C>[NH2:23][C:8]1[N:7]=[C:6]([NH:5][CH2:1][CH2:2][CH2:3][CH3:4])[N:14]=[C:13]2[C:9]=1[NH:10][C:11](=[O:21])[N:12]2[CH2:15][CH:16]1[CH2:20][CH2:19][O:18][CH2:17]1 |f:3.4|. Reported procedure: N2-Butyl-8-(methoxy)-9-(tetrahydro-3-furanylmethyl)-9H-purine-2,6-diamine (98 mg) was dissolved in methanol (2 mL). To the resultant solution was added 4N hydrogen chloride in 1,4-dioxane (0.5 mL). The reaction mixture was then stirred at ambient temperature until completion (monitored by LCMS) over 2.5 hours. The reaction mixture was then evaporated under reduced pressure to give an oil. To this oil was added water (2 mL) and methanol (2 mL). The resultant solution was then neutralised using 2M... Reactants: C[Mg]Br (methylmagnesium bromide), COC1=C(C=CC=2OC3=C(COC(C21)=O)C=C(C=C3OC)C)C(CC(C)C)=O (4,11-dimethoxy-9-methyl-3-(3-methylbutan-1-onyl)-7H-dibenzo[b,g][1,5]dioxocin-5-one), [Cl-].[NH4+] (ammonium chloride). Run in C(C)OCC (diethyl ether), O1CCCC1 (tetrahydrofuran). Run at time 4 hour. The product is OC(CC(C)C)(C)C1=C(C2=C(OC3=C(COC2=O)C=C(C=C3OC)C)C=C1)OC (3-(1-Hydroxy-1,3-dimethylbutyl)-4,11-dimethoxy-9-methyl-7H-dibenzo[b,g][1,5]dioxocin-5-one). Reaction SMILES: [CH3:1][O:2][C:3]1[C:14]2[C:13](=[O:15])[O:12][CH2:11][C:10]3[CH:16]=[C:17]([CH3:22])[CH:18]=[C:19]([O:20][CH3:21])[C:9]=3[O:8][C:7]=2[CH:6]=[CH:5][C:4]=1[C:23](=[O:28])[CH2:24][CH:25]([CH3:27])[CH3:26].[CH3:29][Mg]Br.[Cl-].[NH4+]>O1CCCC1.C(OCC)C>[OH:28][C:23]([C:4]1[CH:5]=[CH:6][C:7]2[O:8][C:9]3[C:19]([O:20][CH3:21])=[CH:18][C:17]([CH3:22])=[CH:16][C:10]=3[CH2:11][O:12][C:13](=[O:15])[C:14]=2[C:3]=1[O:2][CH3:1])([CH3:29])[CH2:24][CH:25]([CH3:26])[CH3:27] |f:2.3|. Reported procedure: 100 mg (0.26 mmol) of 4,11-dimethoxy-9-methyl-3-(3-methylbutan-1-onyl)-7H-dibenzo[b,g][1,5]dioxocin-5-one are dissolved in 5 ml of absolute tetrahydrofuran under argon and 0.2 ml (0.6 mmol) of a 3M methylmagnesium bromide solution in diethyl ether are added at room temperature. After 4 h, the reaction is discontinued by addition of 0.2 ml of ammonium chloride solution. The mixture is concentrated in vacuo, the residue is taken up in dichloromethane and the solution is washed with water. After dr...